describe an organic reaction: reactants, conditions, products, and yield From a dataset of the Open Reaction Database (ORD), a public repository of structured organic reaction records. Starting materials: CC(C)Br, CC(C)(C)[Si](C)(C)OC1CCC(N2CCC(Cc3c(Cl)cc(O)cc3Cl)C2=O)CC1, O=C([O-])[O-], CC(C)=O, [K+], [K+]. Yields the product CC(C)Oc1cc(Cl)c(CC2CCN(C3CCC(O[Si](C)(C)C(C)(C)C)CC3)C2=O)c(Cl)c1. RXN SMILES: [Br:31][CH:32]([CH3:33])[CH3:34].[C:1]([CH3:2])([CH3:3])([CH3:4])[Si:5]([O:6][CH:7]1[CH2:8][CH2:9][CH:10]([N:13]2[C:14](=[O:28])[CH:15]([CH2:18][c:19]3[c:20]([Cl:27])[cH:21][c:22]([OH:26])[cH:23][c:24]3[Cl:25])[CH2:16][CH2:17]2)[CH2:11][CH2:12]1)([CH3:29])[CH3:30].[C:35](=[O:36])([O-:37])[O-:38].[CH3:41][C:42](=[O:43])[CH3:44].[K+:39].[K+:40]>>[C:1]([CH3:2])([CH3:3])([CH3:4])[Si:5]([O:6][CH:7]1[CH2:8][CH2:9][CH:10]([N:13]2[C:14](=[O:28])[CH:15]([CH2:18][c:19]3[c:20]([Cl:27])[cH:21][c:22]([O:26][CH:32]([CH3:33])[CH3:34])[cH:23][c:24]3[Cl:25])[CH2:16][CH2:17]2)[CH2:11][CH2:12]1)([CH3:29])[CH3:30]. Reactants: C(CCC)C1=C(OCCCOC2=C(C=CC=C2)CCC(=O)OCC)C=C(C(=C1)C1=CC=C(C=C1)F)OC (ethyl 3-(2-(3-(2-butyl-4-(4-fluorophenyl)-5-methoxyphenoxy)propoxy)phenyl)propionate), C(C)[S-].[Na+] (sodium ethanthiolate). Solvent: CN(C=O)C (dimethylformamide), Cl (hydrochloric acid). The product is C(CCC)C1=C(OCCCOC2=C(C=CC=C2)CCC(=O)O)C=C(C(=C1)C1=CC=C(C=C1)F)O (3-(2-(3-(2-Butyl-4-(4-fluorophenyl)-5-hydroxyphenoxy)propoxy)phenyl)propionic acid). Yield: 66.0%. As a reaction SMILES: [CH2:1]([C:5]1[CH:28]=[C:27]([C:29]2[CH:34]=[CH:33][C:32]([F:35])=[CH:31][CH:30]=2)[C:26]([O:36]C)=[CH:25][C:6]=1[O:7][CH2:8][CH2:9][CH2:10][O:11][C:12]1[CH:17]=[CH:16][CH:15]=[CH:14][C:13]=1[CH2:18][CH2:19][C:20]([O:22]CC)=[O:21])[CH2:2][CH2:3][CH3:4].C([S-])C.[Na+]>CN(C)C=O.Cl>[CH2:1]([C:5]1[CH:28]=[C:27]([C:29]2[CH:34]=[CH:33][C:32]([F:35])=[CH:31][CH:30]=2)[C:26]([OH:36])=[CH:25][C:6]=1[O:7][CH2:8][CH2:9][CH2:10][O:11][C:12]1[CH:17]=[CH:16][CH:15]=[CH:14][C:13]=1[CH2:18][CH2:19][C:20]([OH:22])=[O:21])[CH2:2][CH2:3][CH3:4] |f:1.2|. Procedure details: A solution of ethyl 3-(2-(3-(2-butyl-4-(4-fluorophenyl)-5-methoxyphenoxy)propoxy)phenyl)propionate and 5 equivalents of sodium ethanthiolate in dimethylformamide was heated at 110° C. for 2 hours, cooled, diluted with aqueous hydrochloric acid, and extracted with ethyl acetate. The organic solution was washed with water, dried, and evaporated in vacuo. The residue was chromatographed on silica gel eluting with ethyl ether and with ethyl acetate providing the desired title product in 66% yield. N... The reactants are CC#N, CCN(C(C)C)C(C)C, O=C(O)c1cc(F)c(Cl)nc1Cl, NCCc1cccc(F)c1. Product: O=C(O)c1cc(F)c(Cl)nc1NCCc1cccc(F)c1. RXN SMILES: [CH3:32][C:33]#[N:34].[CH:23]([N:24]([CH2:25][CH3:26])[CH:27]([CH3:28])[CH3:29])([CH3:30])[CH3:31].[Cl:1][c:2]1[c:3]([C:4](=[O:5])[OH:6])[cH:7][c:8]([F:12])[c:9]([Cl:11])[n:10]1.[F:13][c:14]1[cH:15][c:16]([CH2:17][CH2:18][NH2:19])[cH:20][cH:21][cH:22]1>>[c:2]1([NH:19][CH2:18][CH2:17][c:16]2[cH:15][c:14]([F:13])[cH:22][cH:21][cH:20]2)[c:3]([C:4](=[O:5])[OH:6])[cH:7][c:8]([F:12])[c:9]([Cl:11])[n:10]1. The reactants are [Na] (sodium), CC(C(CO)O)(C)O ((RS)-3-methyl-1,2,3-butanetriol), C1(=CC=CC=C1)C (toluene), C1(=CC=CC=C1)C (toluene). Run in C(C)O (ethanol). Run at time 3 day. Yields the product C(C1=CC=CC=C1)OCC(C(C)(O)C)OCC1=CC=CC=C1 ((RS)-1,2-dibenzyloxy-3-methyl-3-butanol), C(C1=CC=CC=C1)OCC(C(C)(O)C)O ((RS)-1-Benzyloxy-3-methyl-2,3-butanediol). As a reaction SMILES: [Na].[CH3:2][C:3]([OH:9])([CH3:8])[CH:4]([OH:7])[CH2:5][OH:6].[C:10]1([CH3:16])[CH:15]=[CH:14][CH:13]=[CH:12][CH:11]=1>C(O)C>[CH2:16]([O:6][CH2:5][CH:4]([O:7][CH2:16][C:10]1[CH:15]=[CH:14][CH:13]=[CH:12][CH:11]=1)[C:3]([CH3:8])([OH:9])[CH3:2])[C:10]1[CH:15]=[CH:14][CH:13]=[CH:12][CH:11]=1.[CH2:16]([O:6][CH2:5][CH:4]([OH:7])[C:3]([CH3:8])([OH:9])[CH3:2])[C:10]1[CH:15]=[CH:14][CH:13]=[CH:12][CH:11]=1 |^1:0|. Procedure details: A solution of 0.460 g of sodium in 10 ml of ethanol is treated with 2.4 g of (RS)-3-methyl-1,2,3-butanetriol. 20 ml of toluene are added thereto and, with the simultaneous dropwise addition of 60 ml of toluene, solvent is distilled off slowly until the distillate amounts to 75 ml. The residual suspension is suction filtered, the residue is washed with ether and dried at room temperature/11 Torr. The salt is suspended in 10 ml of tetrahydrofuran, then 0.740 g of tetrabutylammonium iodide and 4.0 ... Starting materials: BrC=1C=CC2=C(C=3N(CCO2)C(=C(N3)C(=O)N)C3=NC(=NN3)C3CC3)C1 (10-bromo-3-(3-cyclopropyl-1H-1,2,4-triazol-5-yl)-5,6-dihydroimidazo[1,2-d][1,4]benzoxazepine-2-carboxamide), CC(C#C)(C)O (3-methyl-1-butyne-3-ol). Product: C1(CC1)C1=NNC(=N1)C1=C(N=C2N1CCOC1=C2C=C(C=C1)C#CC(C)(C)O)C(=O)N (3-(3-cyclopropyl-1H-1,2,4-triazol-5-yl)-10-(3-hydroxy-3-methyl-but-1-ynyl)-5,6-dihydroimidazo[1,2-d][1,4]benzoxazepine-2-carboxamide). Isolated yield 6.6%. RXN SMILES: Br[C:2]1[CH:3]=[CH:4][C:5]2[O:11][CH2:10][CH2:9][N:8]3[C:12]([C:18]4[NH:22][N:21]=[C:20]([CH:23]5[CH2:25][CH2:24]5)[N:19]=4)=[C:13]([C:15]([NH2:17])=[O:16])[N:14]=[C:7]3[C:6]=2[CH:26]=1.[CH3:27][C:28]([OH:32])([CH3:31])[C:29]#[CH:30]>>[CH:23]1([C:20]2[N:19]=[C:18]([C:12]3[N:8]4[CH2:9][CH2:10][O:11][C:5]5[CH:4]=[CH:3][C:2]([C:30]#[C:29][C:28]([OH:32])([CH3:31])[CH3:27])=[CH:26][C:6]=5[C:7]4=[N:14][C:13]=3[C:15]([NH2:17])=[O:16])[NH:22][N:21]=2)[CH2:25][CH2:24]1. Reported procedure: 3-(3-cyclopropyl-1H-1,2,4-triazol-5-yl)-10-(3-hydroxy-3-methyl-but-1-ynyl)-5,6-dihydroimidazo[1,2-d][1,4]benzoxazepine-2-carboxamide was prepared similarly to General Procedure G with slight modifications. 10-bromo-3-(3-cyclopropyl-1H-1,2,4-triazol-5-yl)-5,6-dihydroimidazo[1,2-d][1,4]benzoxazepine-2-carboxamide was reacted with 3-methyl-1-butyne-3-ol to afford 5.5 mg (6.6% yield). M+1=419.0. Reactants: C1=CC=CC=2C(C3=C(C=CC21)C=CC=C3)C3CCNCC3 (4-(5H-dibenzo[a,d]cyclohepten-5-yl)piperidine), C(C=C)#N (acrylonitrile), C(C=C)#N (acrylonitrile). The solvent is C1=CC=CC=C1 (benzene), C1=CC=CC=C1 (benzene). Reaction conditions: time 2.5 hour. Yields the product C1=CC=CC=2C(C3=C(C=CC21)C=CC=C3)C3CCN(CC3)CCC#N (4-(5H-dibenzo[a,d]cyclohepten-5-yl)-1-(2-cyanoethyl)piperidine). RXN SMILES: [CH:1]1[C:11]2[CH:10]=[CH:9][C:8]3[CH:12]=[CH:13][CH:14]=[CH:15][C:7]=3[CH:6]([CH:16]3[CH2:21][CH2:20][NH:19][CH2:18][CH2:17]3)[C:5]=2[CH:4]=[CH:3][CH:2]=1.[C:22](#[N:25])[CH:23]=[CH2:24]>C1C=CC=CC=1>[CH:12]1[C:8]2[CH:9]=[CH:10][C:11]3[CH:1]=[CH:2][CH:3]=[CH:4][C:5]=3[CH:6]([CH:16]3[CH2:17][CH2:18][N:19]([CH2:24][CH2:23][C:22]#[N:25])[CH2:20][CH2:21]3)[C:7]=2[CH:15]=[CH:14][CH:13]=1. Procedure details: A solution of 1.00 gram (3.62 millimoles) of 4-(5H-dibenzo[a,d]cyclohepten-5-yl)piperidine in 20 milliliters of benzene and 0.38 gram (7.24 millimoles) of acrylonitrile were heated at reflux temperature while progress of the reaction was monitored by TLC. After 2.5 hours, the reaction mixture was cooled to room temperature, and the mixture subjected to reduced pressure to vaporize the benzene solvent and excess acrylonitrile and to obtain a solid residue. The solid was recrystallized from aceton... The reactants are C(C(=O)CC(=O)O)C(=O)O (1,3-acetonedicarboxylic acid), Cl (hydrochloric acid), COC1OC(CC1)OC (2,5-dimethoxytetrahydrofuran), P(=O)(O)([O-])[O-].[Na+].[Na+] (sodium hydrogen phosphate), Cl (hydrochloric acid), COC1OC(CC1)OC (2,5-dimethoxy tetrahydrofuran), [OH-].[Na+] (NaOH), [OH-].[Na+] (NaOH), C(C1=CC=CC=C1)N (benzyl amine), Cl (hydrochloric acid), C(C1=CC=CC=C1)N (benzyl amine). The solvent is O (water), O (water), O (water), O (water), O (water). Conditions: temperature 85 celsius. The product is C(C1=CC=CC=C1)N1C2CC(CC1CC2)=O (8-benzyl-8-azabicyclo[3.2.1]octan-3-one). RXN SMILES: Cl.CO[CH:4]1[CH2:8][CH2:7][CH:6](OC)[O:5]1.[CH2:11]([NH2:18])[C:12]1[CH:17]=[CH:16][CH:15]=[CH:14][CH:13]=1.[CH2:19]([C:26](O)=O)[C:20](CC(O)=O)=O.P([O-])([O-])(O)=O.[Na+].[Na+].[OH-].[Na+]>O>[CH2:11]([N:18]1[CH:7]2[CH2:6][CH2:26][CH:19]1[CH2:20][C:4](=[O:5])[CH2:8]2)[C:12]1[CH:17]=[CH:16][CH:15]=[CH:14][CH:13]=1 |f:4.5.6,7.8|. Procedure: Concentrated hydrochloric acid (30 mL) was added to a heterogeneous solution of 2,5-dimethoxy tetrahydrofuran (82.2 g, 0.622 mol) in water (170 mL) while stirring. In a separate flask cooled to 0° C. (ice bath), concentrated hydrochloric acid (92 mL) was added slowly to a solution of benzyl amine (100 g, 0.933 mol) in water (350 mL). The 2,5-dimethoxytetrahydrofuran solution was stirred for approximately 20 min, diluted with water (250 mL), and then the benzyl amine solution was added, followed ... Starting materials: NC=1C=C(C=CC1)C1=CC(=CC(=C1OC)C=O)S(=O)(=O)N (3′-amino-5-formyl-6-methoxy-biphenyl-3-sulfonamide), N1=CC(=CC=C1)CCC(=O)Cl (3-pyridin-3-ylpropanoyl chloride). Yields the product NC=1C=C(C=CC1)C1=CC(=CC(=C1OC)C=O)S(=O)(=O)NC(CCC=1C=NC=CC1)=O (3′-amino-5-formyl-6-methoxy-N-(3-pyridin-3-ylpropanoyl)-biphenyl-3-sulfonamide). RXN SMILES: [NH2:1][C:2]1[CH:3]=[C:4]([C:8]2[C:13]([O:14][CH3:15])=[C:12]([CH:16]=[O:17])[CH:11]=[C:10]([S:18]([NH2:21])(=[O:20])=[O:19])[CH:9]=2)[CH:5]=[CH:6][CH:7]=1.[N:22]1[CH:27]=[CH:26][CH:25]=[C:24]([CH2:28][CH2:29][C:30](Cl)=[O:31])[CH:23]=1>>[NH2:1][C:2]1[CH:3]=[C:4]([C:8]2[C:13]([O:14][CH3:15])=[C:12]([CH:16]=[O:17])[CH:11]=[C:10]([S:18]([NH:21][C:30](=[O:31])[CH2:29][CH2:28][C:24]3[CH:23]=[N:22][CH:27]=[CH:26][CH:25]=3)(=[O:19])=[O:20])[CH:9]=2)[CH:5]=[CH:6][CH:7]=1. Reported procedure: Proceeding as in Reference 21, but substituting 3′-amino-5-formyl-6-methoxy-biphenyl-3-sulfonamide and 3-pyridin-3-ylpropanoyl chloride, gave 3′-amino-5-formyl-6-methoxy-N-(3-pyridin-3-ylpropanoyl)-biphenyl-3-sulfonamide.